Task: describe an organic reaction: reactants, conditions, products, and yield. Dataset: the Open Reaction Database (ORD), a public repository of structured organic reaction records The reactants are FC1=CC=C(CCC2=C(C(=O)[O-])C=C(C=C2)OC(CC2=CN=CN2C)C2=CC=C(C=C2)F)C=C1 (2-(4-fluorophenethyl)-5-[1-(4-fluorophenyl)-2-(1-methylimidazol-5-yl)ethoxy]benzoate), [OH-].[Na+] (sodium hydroxide), CO (methanol). The solvent is O (water). Yields the product FC1=CC=C(CCC2=C(C(=O)O)C=C(C=C2)OC(CC2=CN=CN2C)C2=CC=C(C=C2)F)C=C1 (2-(4-fluorophenethyl)-5-[1-(4-fluorophenyl)-2-(1-methylimidazol-5-yl)ethoxy]benzoic acid). Yield: 73.2%. RXN SMILES: [F:1][C:2]1[CH:34]=[CH:33][C:5]([CH2:6][CH2:7][C:8]2[CH:16]=[CH:15][C:14]([O:17][CH:18]([C:26]3[CH:31]=[CH:30][C:29]([F:32])=[CH:28][CH:27]=3)[CH2:19][C:20]3[N:24]([CH3:25])[CH:23]=[N:22][CH:21]=3)=[CH:13][C:9]=2[C:10]([O-:12])=[O:11])=[CH:4][CH:3]=1.[OH-].[Na+].CO>O>[F:1][C:2]1[CH:34]=[CH:33][C:5]([CH2:6][CH2:7][C:8]2[CH:16]=[CH:15][C:14]([O:17][CH:18]([C:26]3[CH:27]=[CH:28][C:29]([F:32])=[CH:30][CH:31]=3)[CH2:19][C:20]3[N:24]([CH3:25])[CH:23]=[N:22][CH:21]=3)=[CH:13][C:9]=2[C:10]([OH:12])=[O:11])=[CH:4][CH:3]=1 |f:1.2|. Procedure: A mixture of 2-(4-fluorophenethyl)-5-[1-(4-fluorophenyl)-2-(1-methylimidazol-5-yl)ethoxy]benzoate (1.5 g.), sodium hydroxide (0.62 g.), methanol (200 ml.) and water (30 ml.) was stirred at reflux for 16 hours. The mixture was then cooled, the methanol evaporated away and the residue diluted with water (100 ml.). It was then washed with dichloromethane and the aqueous phase separated, acidified with 1M aqueous citric acid (25 ml.) and extracted with dichloromethane. The extracts were dried and ev... The reactants are Tris(dibenzilideneacetone)dipalladium, BrC1=CC(=C(C=C1)N)OC(F)(F)F (4-bromo-2-trifluoromethoxy-phenylamine), [Li]N([Si](C)(C)C)[Si](C)(C)C (LiN(TMS)2), CN1CCNCC1 (N-methylpiperazine). The reagents and catalysts are C1(CCCCC1)P(C1=C(C=CC=C1)C1=C(C=CC=C1)N(C)C)C1CCCCC1 (2-dicyclohexylphosphino-2′-(N,N-dimethylamino)-biphenyl). Run in C1CCOC1 (THF). Yields the product CN1CCN(CC1)C1=CC(=C(C=C1)N)OC(F)(F)F (4-(4-methyl-piperazin-1-yl)-2-trifluoromethoxy-phenylamine). The yield is 69.6%. As a reaction SMILES: Br[C:2]1[CH:7]=[CH:6][C:5]([NH2:8])=[C:4]([O:9][C:10]([F:13])([F:12])[F:11])[CH:3]=1.[Li]N([Si](C)(C)C)[Si](C)(C)C.[CH3:24][N:25]1[CH2:30][CH2:29][NH:28][CH2:27][CH2:26]1>C1COCC1.C1(P(C2CCCCC2)C2C=CC=CC=2C2C=CC=CC=2N(C)C)CCCCC1>[CH3:24][N:25]1[CH2:30][CH2:29][N:28]([C:2]2[CH:7]=[CH:6][C:5]([NH2:8])=[C:4]([O:9][C:10]([F:13])([F:12])[F:11])[CH:3]=2)[CH2:27][CH2:26]1. Reported procedure: Tris(dibenzilideneacetone)dipalladium (1.1 g, 1.2 mmol), 2-dicyclohexylphosphino-2′-(N,N-dimethylamino)-biphenyl (0.94 g, 2.4 mmol), 4-bromo-2-trifluoromethoxy-phenylamine (30.7 g, 120 mmol) in THF (50 mL) were charged in a round-bottom flask flushed with argon. The flask was evacuated and backfilled with argon. LiN(TMS)2 solution (1M in THF, 288 mL) and N-methylpiperazine (26.7 mL, 194 mmol) were added and the reaction refluxed for 1 h. The reaction mixture was then allowed to cool to room temp... The reactants are C(C)(=O)OCC (ethyl acetate), N1C(=NC2=C1C=CC=C2)S (1H-Benzoimidazole-2-thiol), ClCC1=NOC(=N1)C1=CC(=CC=C1)OC (3-chloromethyl-5-(3-methoxy-phenyl)-[1,2,4]oxadiazole), C([O-])([O-])=O.[K+].[K+] (potassium carbonate). Solvent: CN(C)C=O (DMF), CCCCCC (hexane). Yields the product COC=1C=C(C=CC1)C1=NC(=NO1)CSC1=NC2=C(N1)C=CC=C2 (2-[5-(3-Methoxy-phenyl)-[1,2,4]oxadiazol-3-ylmethylsulfanyl]-1H-benzoimidazole). As a reaction SMILES: [NH:1]1[C:5]2[CH:6]=[CH:7][CH:8]=[CH:9][C:4]=2[N:3]=[C:2]1[SH:10].Cl[CH2:12][C:13]1[N:17]=[C:16]([C:18]2[CH:23]=[CH:22][CH:21]=[C:20]([O:24][CH3:25])[CH:19]=2)[O:15][N:14]=1.C(=O)([O-])[O-].[K+].[K+].C(OCC)(=O)C>CN(C=O)C.CCCCCC>[CH3:25][O:24][C:20]1[CH:19]=[C:18]([C:16]2[O:15][N:14]=[C:13]([CH2:12][S:10][C:2]3[NH:3][C:4]4[CH:9]=[CH:8][CH:7]=[CH:6][C:5]=4[N:1]=3)[N:17]=2)[CH:23]=[CH:22][CH:21]=1 |f:2.3.4|. Reported procedure: 1H-Benzoimidazole-2-thiol (150 mg, 1 mmol) was added to a solution of the 3-chloromethyl-5-(3-methoxy-phenyl)-[1,2,4]oxadiazole (30 mg, 0.13 mmol) and potassium carbonate (50 mg, 0.36 mmol) in DMF (2 ml) at room temperature. The solvent was removed in vacuo and the product obtained by flash chromatography using 20-100% ethyl acetate in hexane. 1H NMR (CDCl3), δ (ppm): 7.71 (d, 1H), 7.62 (d, 1H), 7.53 (m, 2H), 7.42 (t, 1H), 7.18 (overlapping, m, 3H), 4.52 (s, 2H), 3.87 (s, 3H). Reactants: C(C)C=1N(C2=CC=CC(=C2C1C(C(=O)N)=O)[N+](=O)[O-])CC1=CC=CC=C1 (2-Ethyl-4-Nitro-α-oxo-1-(phenylmethyl)-1H-indole-3-acetamide), CCO (EtOH), Pt BaSO4. The solvent is C1CCOC1 (THF). Conditions: time 4 hour. The product is NC1=C2C(=C(N(C2=CC=C1)CC1=CC=CC=C1)CC)C(C(=O)N)=O (4-Amino-2-Ethyl-α-oxo-1-(phenylmethyl)-1H-indole-3-Acetamide). The yield is 30.2%. As a reaction SMILES: [CH2:1]([C:3]1[N:4]([CH2:20][C:21]2[CH:26]=[CH:25][CH:24]=[CH:23][CH:22]=2)[C:5]2[C:10]([C:11]=1[C:12](=[O:16])[C:13]([NH2:15])=[O:14])=[C:9]([N+:17]([O-])=O)[CH:8]=[CH:7][CH:6]=2)[CH3:2].CCO>C1COCC1>[NH2:17][C:9]1[CH:8]=[CH:7][CH:6]=[C:5]2[C:10]=1[C:11]([C:12](=[O:16])[C:13]([NH2:15])=[O:14])=[C:3]([CH2:1][CH3:2])[N:4]2[CH2:20][C:21]1[CH:26]=[CH:25][CH:24]=[CH:23][CH:22]=1. Procedure: A solution of 6.0 g (17.1 mmol) of 2-Ethyl-4-Nitro-α-oxo-1-(phenylmethyl)-1H-indole-3-acetamide in 140 ml of 1:1 THF:EtOH containing 1,0 g of 5% Pt/BaSO4 was hydrogenated at room temperature and 60 psi (4.22 Kg/cm2) for four hours. The catalyst was filtered and the filtrate evaporated in vacuo. The residue was chromatographed over silica gel eluting with Hexane/50 to 100% EtOAC to give 1.66 g (30%) of 4-Amino-2-Ethyl-α-oxo-1-(phenylmethyl)-1H-indole-3-Acetamide melting at 140°-144° C. The reactants are C[Si](CCOCN1C=CC=2C1=CN=CC2CNC(OC(C)(C)C)=O)(C)C (tert-butyl (1-((2-(trimethylsilyl)ethoxy)methyl)-1H-pyrrolo[2,3-c]pyridin-4-yl)methylcarbamate), [H-].[Na+] (NaH), CC1=CC=C(C=C1)S(=O)(=O)OC (methyl 4-methylbenzenesulfonate). The solvent is C1CCOC1 (THF). Reaction conditions: temperature 0 celsius, time 30 minute. The product is CN(C(OC(C)(C)C)=O)CC1=C2C(=CN=C1)N(C=C2)COCC[Si](C)(C)C (tert-butyl methyl((1-((2-(trimethylsilyl)ethoxy)methyl)-1H-pyrrolo[2,3-c]pyridin-4-yl)methyl)carbamate). Isolated yield 74.4%. As a reaction SMILES: [CH3:1][Si:2]([CH3:26])([CH3:25])[CH2:3][CH2:4][O:5][CH2:6][N:7]1[C:11]2=[CH:12][N:13]=[CH:14][C:15]([CH2:16][NH:17][C:18](=[O:24])[O:19][C:20]([CH3:23])([CH3:22])[CH3:21])=[C:10]2[CH:9]=[CH:8]1.[H-].[Na+].[CH3:29]C1C=CC(S(OC)(=O)=O)=CC=1>C1COCC1>[CH3:29][N:17]([CH2:16][C:15]1[CH:14]=[N:13][CH:12]=[C:11]2[N:7]([CH2:6][O:5][CH2:4][CH2:3][Si:2]([CH3:1])([CH3:25])[CH3:26])[CH:8]=[CH:9][C:10]=12)[C:18](=[O:24])[O:19][C:20]([CH3:21])([CH3:22])[CH3:23] |f:1.2|. Procedure details: To a solution of tert-butyl (1-((2-(trimethylsilyl)ethoxy)methyl)-1H-pyrrolo[2,3-c]pyridin-4-yl)methylcarbamate (300 mg, 0.796 mmol) in anhydrous THF (30 mL) at 0° C. was slowly added NaH (60% in mineral oil, 48 mg, 1.194 mmol) and stirred at 0° C. for 30 min. To the mixture was added methyl 4-methylbenzenesulfonate (178 mg, 0.955 mmol) followed by stirring at RT for 18 h. The reaction mixture was quenched with water (100 mL) and extracted with EtOAc (50 mL×3). The combined extracts were dried (...